From a dataset of the Open Reaction Database (ORD), a public repository of structured organic reaction records. describe an organic reaction: reactants, conditions, products, and yield Starting materials: BrC=1C=C2C(=NNC2=CC1)C (5-bromo-3-methyl-1H-indazole), BrCCO[Si](C)(C)C(C)(C)C ((2-bromoethoxy)(tert-butyl)dimethylsilane), [H-].[Na+] (sodium hydride), O (water). The solvent is CN(C=O)C (N,N-dimethylformamide). Conditions: time 3 hour. The product is BrC1=CC2=C(N(N=C2C=C1)CCO[Si](C)(C)C(C)(C)C)C (5-bromo-2-(2-{[tert-butyl(dimethyl)silyl]oxy}ethyl)-3-methyl-2H-indazole). Isolated yield 14.1%. As a reaction SMILES: [Br:1][C:2]1[CH:3]=[C:4]2[C:8](=[CH:9][CH:10]=1)[NH:7][N:6]=[C:5]2[CH3:11].Br[CH2:13][CH2:14][O:15][Si:16]([C:19]([CH3:22])([CH3:21])[CH3:20])([CH3:18])[CH3:17].[H-].[Na+].O>CN(C)C=O>[Br:1][C:2]1[CH:10]=[CH:9][C:8]2[C:4](=[C:5]([CH3:11])[N:6]([CH2:13][CH2:14][O:15][Si:16]([C:19]([CH3:22])([CH3:21])[CH3:20])([CH3:18])[CH3:17])[N:7]=2)[CH:3]=1 |f:2.3|. Procedure details: To a solution of 5-bromo-3-methyl-1H-indazole (2.0 g) in N,N-dimethylformamide (20 ml) were added (2-bromoethoxy)(tert-butyl)dimethylsilane (2.5 g) and 60% sodium hydride (682 mg) at 0° C., and the mixture was stirred at room temperature for 3 hr. The reaction mixture was added to water, and the mixture was extracted with ethyl acetate. The organic layer was washed with water and saturated brine, dried over anhydrous magnesium sulfate, and concentrated under reduced pressure. The obtained residu... Reactants: BrCc1ccccc1, COc1cc(O)ccc1Br, O=C([O-])[O-], CC(C)=O, [K+], [K+]. Product: COc1cc(OCc2ccccc2)ccc1Br. Reaction SMILES: [Br:11][CH2:12][c:13]1[cH:14][cH:15][cH:16][cH:17][cH:18]1.[Br:1][c:2]1[c:3]([O:9][CH3:10])[cH:4][c:5]([OH:8])[cH:6][cH:7]1.[C:19](=[O:20])([O-:21])[O-:22].[CH3:25][C:26](=[O:27])[CH3:28].[K+:23].[K+:24]>>[Br:1][c:2]1[c:3]([O:9][CH3:10])[cH:4][c:5]([O:8][CH2:12][c:13]2[cH:14][cH:15][cH:16][cH:17][cH:18]2)[cH:6][cH:7]1. Reactants: COC(=NC#N)c1ccccn1, CO, Cc1ccc(CCN)cc1. Product: Cc1ccc(CCN=C(NC#N)c2ccccn2)cc1. RXN SMILES: [C:1](#[N:2])[N:3]=[C:4]([O:5][CH3:6])[c:7]1[n:8][cH:9][cH:10][cH:11][cH:12]1.[CH3:23][OH:24].[c:13]1([CH3:22])[cH:14][cH:15][c:16]([CH2:19][CH2:20][NH2:21])[cH:17][cH:18]1>>[C:1](#[N:2])[NH:3][C:4]([c:7]1[n:8][cH:9][cH:10][cH:11][cH:12]1)=[N:21][CH2:20][CH2:19][c:16]1[cH:15][cH:14][c:13]([CH3:22])[cH:18][cH:17]1. The reactants are BrC(Br)(Br)Br, C1COCCO1, Nc1ncc2ncn(CCO)c2n1, O, c1ccc(P(c2ccccc2)c2ccccc2)cc1. Yields the product Nc1ncc2ncn(CCBr)c2n1. RXN SMILES: [C:14]([Br:15])([Br:16])([Br:17])[Br:18].[CH2:39]1[O:40][CH2:41][CH2:42][O:43][CH2:44]1.[NH2:1][c:2]1[n:3][cH:4][c:5]2[n:6][cH:7][n:8]([CH2:11][CH2:12][OH:13])[c:9]2[n:10]1.[OH2:38].[c:19]1([P:20]([c:21]2[cH:22][cH:23][cH:24][cH:25][cH:26]2)[c:27]2[cH:28][cH:29][cH:30][cH:31][cH:32]2)[cH:33][cH:34][cH:35][cH:36][cH:37]1>>[NH2:1][c:2]1[n:3][cH:4][c:5]2[n:6][cH:7][n:8]([CH2:11][CH2:12][Br:15])[c:9]2[n:10]1. Reaction conditions: time 8 hour. Procedure: To a stirred solution of 1.178 g (3.12 mmole) of [1(R*),3aR* (3aα,4β,7aβ)]-3a,4,5,6,7,7a-hexahydro-1-[1-methyl-5-ethyl-5-hydroxy-3-heptynyl)-7a-methyl-4-[(trimethylsilyl)oxy]-3H-indene in 15 ml anhydrous tetrahydrofuran was added 6 ml (6 mmole) of 1M tetrabutyl ammonium fluoride. The reaction mixture was stirred at room temperature overnight in an argon atmosphere. It was then diluted with 150 ml of water-brine 1:1 and extracted thoroughly with ethyl acetate. The combined extracts were washed wi... RXN SMILES: [CH3:1][CH:2]([C:12]1[C:20]2([CH3:21])[CH:15]([CH:16]([O:22][Si](C)(C)C)[CH2:17][CH2:18][CH2:19]2)[CH2:14][CH:13]=1)[CH2:3][C:4]#[C:5][C:6]([CH2:10][CH3:11])([OH:9])[CH2:7][CH3:8].[F-].C([N+](CCCC)(CCCC)CCCC)CCC>O1CCCC1.O.[Cl-].[Na+].O>[CH3:1][CH:2]([C:12]1[C:20]2([CH3:21])[CH:15]([CH:16]([OH:22])[CH2:17][CH2:18][CH2:19]2)[CH2:14][CH:13]=1)[CH2:3][C:4]#[C:5][C:6]([CH2:10][CH3:11])([OH:9])[CH2:7][CH3:8] |f:1.2,4.5.6.7|. Yield: 94.5%. Yields the product CC(CC#CC(CC)(O)CC)C1=CCC2C(CCCC12C)O (3a,4,5,6,7,7a -Hexahydro-1-(1-methyl-5-ethyl-5-hydroxy-3-heptynyl)-7a-methyl-3H-inden-4-ol). Reactants: CC(CC#CC(CC)(O)CC)C1=CCC2C(CCCC12C)O[Si](C)(C)C (3a,4,5,6,7,7a-hexahydro-1-[1-methyl-5-ethyl-5-hydroxy-3-heptynyl)-7a-methyl-4-[(trimethylsilyl)oxy]-3H-indene), [F-].C(CCC)[N+](CCCC)(CCCC)CCCC (tetrabutyl ammonium fluoride). The solvent is O.[Cl-].[Na+].O (water brine), O1CCCC1 (tetrahydrofuran).